This data is from the Open Reaction Database (ORD), a public repository of structured organic reaction records. The task is: describe an organic reaction: reactants, conditions, products, and yield Starting materials: CO, CCOC(C)=O, N#Cc1ccnc(N2CCN(C3CCCC3)CC2)c1, [H][H], N. The product is NCc1ccnc(N2CCN(C3CCCC3)CC2)c1. As a reaction SMILES: [CH3:22][OH:23].[CH3:24][CH2:25][O:26][C:27](=[O:28])[CH3:29].[CH:1]1([N:6]2[CH2:7][CH2:8][N:9]([c:12]3[cH:13][c:14]([C:15]#[N:16])[cH:17][cH:18][n:19]3)[CH2:10][CH2:11]2)[CH2:2][CH2:3][CH2:4][CH2:5]1.[H:20][H:21].[NH3:30]>>[CH:1]1([N:6]2[CH2:7][CH2:8][N:9]([c:12]3[cH:13][c:14]([CH2:15][NH2:16])[cH:17][cH:18][n:19]3)[CH2:10][CH2:11]2)[CH2:2][CH2:3][CH2:4][CH2:5]1. The reactants are ICl (iodine monochloride), C(C)(=O)[O-].[Na+] (sodium acetate), ClC1=C(C=CC=C1)C=1C2=C(NC(CN1)=O)SC=C2 (5-(2-chlorophenyl)-1,3-dihydro-2H-thieno[2,3-e][4,1]diazepin-2-one), S([O-])(O)=O.[Na+] (sodium bisulfite), N (ammonia), ice. Solvent: CO (methanol), C(C)(=O)O (acetic acid), O (water). Conditions: time 15 minute. Yields the product ClC1=C(C=CC=C1)C=1C2=C(NC(CN1)=O)SC(=C2)I (5-(2-Chlorophenyl)-1,3-dihydro-7-iodo-2H-thieno[2,3-e][1,4]diazepin-2-one). As a reaction SMILES: [Cl:1][C:2]1[CH:7]=[CH:6][CH:5]=[CH:4][C:3]=1[C:8]1[C:9]2[CH:18]=[CH:17][S:16][C:10]=2[NH:11][C:12](=[O:15])[CH2:13][N:14]=1.[I:19]Cl.C([O-])(=O)C.[Na+].S(=O)(O)[O-].[Na+].N>O.CO.C(O)(=O)C>[Cl:1][C:2]1[CH:7]=[CH:6][CH:5]=[CH:4][C:3]=1[C:8]1[C:9]2[CH:18]=[C:17]([I:19])[S:16][C:10]=2[NH:11][C:12](=[O:15])[CH2:13][N:14]=1 |f:2.3,4.5|. Procedure details: A solution of 54.8 g of 5-(2-chlorophenyl)-1,3-dihydro-2H-thieno[2,3-e][4,1]diazepin-2-one [NL patent 7,205,730, Nov. 1972, Hoffmann-La Roche & Co., AG, Basle]in 350 ml of acetic acid and 350 ml of methanol was treated with 64.4 g of iodine monochloride and 16.2 g of sodium acetate. The mixture was stirred for 15 minutes at room temperature. A solution of 65 g of sodium bisulfite in 350 ml of water was then added and stirring was continued for 10 minutes. The mixture was neutralized by addition ...